The task is: describe an organic reaction: reactants, conditions, products, and yield. This data is from the Open Reaction Database (ORD), a public repository of structured organic reaction records. Starting materials: ClC1=C(C(=C(C=C1OC)OC)Cl)C1=NC=C2C(=N1)NN=C2I (6-(2,6-dichloro-3,5-dimethoxyphenyl)-3-iodo-1H-pyrazolo[3,4-d]pyrimidine), O[C@@H]1CC[C@H](CC1)N1C(C2=CC=C(C=C2C1)B1OC(C(O1)(C)C)(C)C)=O (2-(trans-4-hydroxycyclohexyl)-5-(4,4,5,5-tetramethyl-1,3,2-dioxaborolan-2-yl)isoindolin-1-one). Yields the product ClC1=C(C(=C(C=C1OC)OC)Cl)C1=NC=C2C(=N1)NN=C2C=2C=C1CN(C(C1=CC2)=O)[C@@H]2CC[C@H](CC2)O (5-[6-(2,6-Dichloro-3,5-dimethoxyphenyl)-1H-pyrazolo[3,4-d]pyrimidin-3-yl]-2-(trans-4-hydroxycyclohexyl)isoindolin-1-one). Reaction SMILES: [Cl:1][C:2]1[C:7]([O:8][CH3:9])=[CH:6][C:5]([O:10][CH3:11])=[C:4]([Cl:12])[C:3]=1[C:13]1[N:18]=[C:17]2[NH:19][N:20]=[C:21](I)[C:16]2=[CH:15][N:14]=1.[OH:23][C@H:24]1[CH2:29][CH2:28][C@H:27]([N:30]2[CH2:38][C:37]3[C:32](=[CH:33][CH:34]=[C:35](B4OC(C)(C)C(C)(C)O4)[CH:36]=3)[C:31]2=[O:48])[CH2:26][CH2:25]1>>[Cl:1][C:2]1[C:7]([O:8][CH3:9])=[CH:6][C:5]([O:10][CH3:11])=[C:4]([Cl:12])[C:3]=1[C:13]1[N:18]=[C:17]2[NH:19][N:20]=[C:21]([C:35]3[CH:36]=[C:37]4[C:32](=[CH:33][CH:34]=3)[C:31](=[O:48])[N:30]([C@H:27]3[CH2:26][CH2:25][C@H:24]([OH:23])[CH2:29][CH2:28]3)[CH2:38]4)[C:16]2=[CH:15][N:14]=1. Reported procedure: This compound was prepared by using procedures analogous to those described for the synthesis of Example 1, Step 7 starting from 6-(2,6-dichloro-3,5-dimethoxyphenyl)-3-iodo-1H-pyrazolo[3,4-d]pyrimidine and 2-(trans-4-hydroxycyclohexyl)-5-(4,4,5,5-tetramethyl-1,3,2-dioxaborolan-2-yl)isoindolin-1-one. LCMS (M+H)+=554.1/556.0. Reactants: C(O)([O-])=O.[Na+] (sodium hydrogen carbonate), COC(C=CC1=C(C=CC=C1OC)OC)=O (2,6-dimethoxycinnamic acid methyl ester), B(Br)(Br)Br (boron tribromide), solution. The solvent is C(Cl)(Cl)Cl (chloroform), C(Cl)Cl (methylene chloride), C(C)(=O)OCC (ethyl acetate). Product: OC1=C2C=CC(OC2=CC=C1)=O (5-hydroxycoumarin). The yield is 89.6%. RXN SMILES: CO[C:3](=[O:16])[CH:4]=[CH:5][C:6]1[C:11]([O:12]C)=[CH:10][CH:9]=[CH:8][C:7]=1[O:14]C.B(Br)(Br)Br.C(=O)([O-])O.[Na+]>C(Cl)(Cl)Cl.C(Cl)Cl.C(OCC)(=O)C>[OH:12][C:11]1[CH:10]=[CH:9][CH:8]=[C:7]2[C:6]=1[CH:5]=[CH:4][C:3](=[O:16])[O:14]2 |f:2.3|. Procedure: To a cold (−30° C.) solution of 2,6-dimethoxycinnamic acid methyl ester (5.2 g, 23.4 mmol, prepared as described above), in chloroform (250 ml), was added boron tribromide (80 ml of a 1M solution in methylene chloride). The mixture was allowed to stir under anhydrous conditions was poured into saturated aqueous sodium hydrogen carbonate solution (400 ml). Caution] Frothing] The organic phase was diluted with ethyl acetate (250 ml), the mixture was transferred to a separating funnel and extracted... Starting materials: CC(C)(C)OC(=O)N1CCc2nc(N)ncc2C1, CCc1ccc(C(=O)O)cc1, [Cl-], ClCCl, [Na+], [OH-], c1ccncc1. Product: CCc1ccc(C(=O)Nc2ncc3c(n2)CCN(C(=O)OC(C)(C)C)C3)cc1. Reaction SMILES: [C:1]([CH3:2])([CH3:3])([CH3:4])[O:5][C:6](=[O:7])[N:8]1[CH2:9][c:10]2[c:11]([n:12][c:13]([NH2:16])[n:14][cH:15]2)[CH2:17][CH2:18]1.[CH2:20]([CH3:21])[c:22]1[cH:23][cH:24][c:25]([C:26](=[O:27])[OH:28])[cH:29][cH:30]1.[Cl-:19].[Cl:33][CH2:34][Cl:35].[Na+:32].[OH-:31].[cH:36]1[cH:37][cH:38][n:39][cH:40][cH:41]1>>[C:1]([CH3:2])([CH3:3])([CH3:4])[O:5][C:6](=[O:7])[N:8]1[CH2:9][c:10]2[c:11]([n:12][c:13]([NH:16][C:26]([c:25]3[cH:24][cH:23][c:22]([CH2:20][CH3:21])[cH:30][cH:29]3)=[O:27])[n:14][cH:15]2)[CH2:17][CH2:18]1. Starting materials: S(O)(O)(=O)=O (sulfuric acid), CO (methanol), [Na] (Sodium), CO (methanol), [N+]([O-])([O-])=C (nitronate), CC1CC2C(OC(C2)=O)C1 (hexahydro-5-methyl-2H-cyclopenta[b]-furan-2-one), CO (methanol). Run in O (water), C(C)(=O)O (acetic acid). Yields the product C(C)(=O)[C@H]1[C@@H](C[C@@H]2OC(C[C@@H]21)=O)C ((3aR,4S,-5R,6aS)-4-acetylhexahydro-5-methyl-2H-cyclopenta[b]furan-2-one). Reaction SMILES: [Na].[CH3:2][CH:3]1[CH2:11][CH:6]2[O:7][C:8](=[O:10])[CH2:9][CH:5]2[CH2:4]1.[N+](=[CH2:15])([O-])[O-].S(=O)(=O)(O)O.[CH3:21][OH:22]>O.C(O)(=O)C>[C:21]([C@@H:4]1[C@@H:5]2[C@@H:6]([O:7][C:8](=[O:10])[CH2:9]2)[CH2:11][C@H:3]1[CH3:2])(=[O:22])[CH3:15] |^1:0|. Reported procedure: Sodium (1.3 g) was dissolved in methanol (30 mL) and the solution added at 0° to a methanol (40 mL) solution of the crude, optically active (3aR,4S,5R,6aS)-4-nitroethyl)hexahydro-5-methyl-2H-cyclopenta[b]-furan-2-one (10.0 g). This nitronate anion solution was added, 30 minutes later and at -30°, to a cold (-30° ) solution of concentrated sulfuric acid (6 mL) in methanol (40 mL). The resulting mixture was processed as in example III, including hydrolysis with acetic acid (8 mL) in water (30 mL) ...